From a dataset of the Open Reaction Database (ORD), a public repository of structured organic reaction records. describe an organic reaction: reactants, conditions, products, and yield Reactants: FC1=C(CN2N=C(C3=CC=CC=C23)C2=NC=C(C(=N2)NC2=CC=NC=C2)OC)C=CC(=C1)I (2-[1-(2-fluoro-4-iodobenzyl)-1H-indazol-3-yl]-5-methoxy-N-(pyridin-4-yl)pyrimidin-4-amine), C1(=CC=CC=C1)P(C1=CC=CC=C1)C1=CC=CC=C1 (triphenylphosphane), C(#C)[Si](C)(C)C (ethynyl(trimethyl)silane). Reagents/catalysts: C1(=CC=CC=C1)\C=C\C(\C=C\C1=CC=CC=C1)=O.[Pd] ((1E,4E)-1,5-diphenylpenta-1,4-dien-3-one palladium), [Cu]I (copper (I) iodide). The solvent is C(C)N(CC)CC (N,N-diethylethanamine). Reaction conditions: temperature 60 celsius, time 18 hour. Yields the product FC1=C(CN2N=C(C3=CC=CC=C23)C2=NC=C(C(=N2)NC2=CC=NC=C2)OC)C=CC(=C1)C#C[Si](C)(C)C (2-(1-{2-fluoro-4-[(trimethylsilyl)ethynyl]benzyl}-indazol-3-yl)-5-methoxy-N-(pyridin-4-yl)pyrimidin-4-amine). As a reaction SMILES: [F:1][C:2]1[CH:32]=[C:31](I)[CH:30]=[CH:29][C:3]=1[CH2:4][N:5]1[C:13]2[C:8](=[CH:9][CH:10]=[CH:11][CH:12]=2)[C:7]([C:14]2[N:19]=[C:18]([NH:20][C:21]3[CH:26]=[CH:25][N:24]=[CH:23][CH:22]=3)[C:17]([O:27][CH3:28])=[CH:16][N:15]=2)=[N:6]1.C1(P(C2C=CC=CC=2)C2C=CC=CC=2)C=CC=CC=1.[C:53]([Si:55]([CH3:58])([CH3:57])[CH3:56])#[CH:54]>C(N(CC)CC)C.C1(/C=C/C(=O)/C=C/C2C=CC=CC=2)C=CC=CC=1.[Pd].[Cu]I>[F:1][C:2]1[CH:32]=[C:31]([C:54]#[C:53][Si:55]([CH3:58])([CH3:57])[CH3:56])[CH:30]=[CH:29][C:3]=1[CH2:4][N:5]1[C:13]2[C:8](=[CH:9][CH:10]=[CH:11][CH:12]=2)[C:7]([C:14]2[N:19]=[C:18]([NH:20][C:21]3[CH:26]=[CH:25][N:24]=[CH:23][CH:22]=3)[C:17]([O:27][CH3:28])=[CH:16][N:15]=2)=[N:6]1 |f:4.5|. Reported procedure: 144.7 mg of 2-[1-(2-fluoro-4-iodobenzyl)-1H-indazol-3-yl]-5-methoxy-N-(pyridin-4-yl)pyrimidin-4-amine (2-201, 0.262 mmol, 1 eq.), 6.02 mg of (1E,4E)-1,5-diphenylpenta-1,4-dien-3-one-palladium (2:1) (0.01 mmol, 0.04 eq.), 2.0 mg of copper (I) iodide (0.01 mmol, 0.04 eq.), and 13.7 mg of triphenylphosphane (0.052 mmol, 0.2 mmol) were suspended in 2.6 ml of dry N,N-diethylethanamine and purged with nitrogen. Then 3.86 ml of ethynyl(trimethyl)silane (1.57 mmol, 6 eq.) were added and the reaction mix... The reactants are Cc1c2c(nc3ccc([N+](=O)[O-])cc13)CCNCC2, CO, [H][H]. Yields the product Cc1c2c(nc3ccc(N)cc13)CCNCC2. RXN SMILES: [CH3:1][c:2]1[c:3]2[c:4]([n:5][c:6]3[cH:7][cH:8][c:9]([N+:12]([O-:13])=[O:14])[cH:10][c:11]13)[CH2:15][CH2:16][NH:17][CH2:18][CH2:19]2.[CH3:22][OH:23].[H:20][H:21]>>[CH3:1][c:2]1[c:3]2[c:4]([n:5][c:6]3[cH:7][cH:8][c:9]([NH2:12])[cH:10][c:11]13)[CH2:15][CH2:16][NH:17][CH2:18][CH2:19]2. Starting materials: CS(C)=O, COc1c(C#N)cc2ccccc2c1C(=O)N(C)CC(CCO)c1ccc(Cl)c(Cl)c1, O=C(Cl)C(=O)Cl. The product is COc1c(C#N)cc2ccccc2c1C(=O)N(C)CC(CC=O)c1ccc(Cl)c(Cl)c1. As a reaction SMILES: [CH3:38][S:39]([CH3:40])=[O:41].[Cl:1][c:2]1[cH:3][c:4]([CH:9]([CH2:10][N:11]([C:12](=[O:13])[c:14]2[c:15]([O:26][CH3:27])[c:16]([C:24]#[N:25])[cH:17][c:18]3[cH:19][cH:20][cH:21][cH:22][c:23]23)[CH3:28])[CH2:29][CH2:30][OH:31])[cH:5][cH:6][c:7]1[Cl:8].[Cl:32][C:33]([C:34]([Cl:35])=[O:36])=[O:37]>>[Cl:1][c:2]1[cH:3][c:4]([CH:9]([CH2:10][N:11]([C:12](=[O:13])[c:14]2[c:15]([O:26][CH3:27])[c:16]([C:24]#[N:25])[cH:17][c:18]3[cH:19][cH:20][cH:21][cH:22][c:23]23)[CH3:28])[CH2:29][CH:30]=[O:31])[cH:5][cH:6][c:7]1[Cl:8]. The reactants are Cl.Cl.Cl.C1(CC1)NC(=O)C1=CC=CC=2SC(=CC21)C2=NC(=NC=C2Cl)NCCCN2CCN(CC2)C (2-{5-chloro-2-[3-(4-methylpiperazin-1-yl)-propylamino]-pyrimidin-4-yl}-benzo[b]thiophene-4-carboxylic acid cyclopropylamide tri-hydrochloride), C1(CC1)NC(=O)C1=CC=CC=2SC(=CC21)C2=NC(=NC=C2Br)Cl (2-(5-bromo-2-chloropyrimidin-4-yl)-benzo[b]thiophene-4-carboxylic acid cyclopropylamide), CC1(NC(CC(C1)=CCN)(C)C)C (2-(2,2,6,6-tetramethylpiperidin-4-ylidene)-ethylamine). The product is Cl.Cl.C1(CC1)NC(=O)C1=CC=CC=2SC(=CC21)C2=NC(=NC=C2Br)NCC=C2CC(NC(C2)(C)C)(C)C (2-{5-Bromo-2-[2-(2,2,6,6-tetramethylpiperidin-4-ylidene)-ethylamino]-pyrimidin-4-yl}-benzo[b]thiophene-4-carboxylic acid cyclopropylamide di-hydrochloride). As a reaction SMILES: Cl.Cl.Cl.C1(NC(C2C3C=C(C4C([Cl:25])=CN=C(NCCCN5CCN(C)CC5)N=4)SC=3C=CC=2)=O)CC1.[CH:37]1([NH:40][C:41]([C:43]2[C:51]3[CH:50]=[C:49]([C:52]4[C:57]([Br:58])=[CH:56][N:55]=[C:54]([Cl:59])[N:53]=4)[S:48][C:47]=3[CH:46]=[CH:45][CH:44]=2)=[O:42])[CH2:39][CH2:38]1.[CH3:60][C:61]1([CH3:72])[CH2:66][C:65](=[CH:67][CH2:68][NH2:69])[CH2:64][C:63]([CH3:71])([CH3:70])[NH:62]1>>[ClH:25].[ClH:59].[CH:37]1([NH:40][C:41]([C:43]2[C:51]3[CH:50]=[C:49]([C:52]4[C:57]([Br:58])=[CH:56][N:55]=[C:54]([NH:69][CH2:68][CH:67]=[C:65]5[CH2:66][C:61]([CH3:72])([CH3:60])[NH:62][C:63]([CH3:71])([CH3:70])[CH2:64]5)[N:53]=4)[S:48][C:47]=3[CH:46]=[CH:45][CH:44]=2)=[O:42])[CH2:39][CH2:38]1 |f:0.1.2.3,6.7.8|. Procedure: Using the method of 2-{5-chloro-2-[3-(4-methylpiperazin-1-yl)-propylamino]-pyrimidin-4-yl}-benzo[b]thiophene-4-carboxylic acid cyclopropylamide tri-hydrochloride, the title compound is synthesized from 2-(5-bromo-2-chloropyrimidin-4-yl)-benzo[b]thiophene-4-carboxylic acid cyclopropylamide and 2-(2,2,6,6-tetramethylpiperidin-4-ylidene)-ethylamine and isolated as a yellow solid. ES+(m/z) 554 (79Br) and 556 (81Br) [M(free base)+H]. The reactants are COC(=O)COc1ccc(CC(C)=O)cc1, CCCCCC, NCC(O)c1cccc(Cl)c1. Yields the product COC(=O)COc1ccc(CC(C)NCC(O)c2cccc(Cl)c2)cc1. RXN SMILES: [C:1](=[O:2])([O:3][CH3:4])[CH2:5][O:6][c:7]1[cH:8][cH:9][c:10]([CH2:13][C:14]([CH3:15])=[O:16])[cH:11][cH:12]1.[CH3:28][CH2:29][CH2:30][CH2:31][CH2:32][CH3:33].[OH:17][CH:18]([CH2:19][NH2:20])[c:21]1[cH:22][c:23]([Cl:27])[cH:24][cH:25][cH:26]1>>[C:1](=[O:2])([O:3][CH3:4])[CH2:5][O:6][c:7]1[cH:8][cH:9][c:10]([CH2:13][CH:14]([CH3:15])[NH:20][CH2:19][CH:18]([OH:17])[c:21]2[cH:22][c:23]([Cl:27])[cH:24][cH:25][cH:26]2)[cH:11][cH:12]1. Reactants: CCCCCCCCC(SCCCCCC)C(=O)O, CC(=O)OC(C)=O, Nc1ccc2ncccc2c1N, Nc1c([N+](=O)[O-])ccc2ncccc12, CC(=O)Nc1ccc2ncccc2c1N, Cl[Sn]Cl, c1ccncc1. Yields the product CCCCCCCCC(SCCCCCC)C(=O)Nc1c(NC(C)=O)ccc2ncccc12. Reaction SMILES: [CH2:52]([CH2:53][CH2:54][CH2:55][CH2:56][CH3:57])[S:58][CH:59]([C:60](=[O:61])[OH:62])[CH2:63][CH2:64][CH2:65][CH2:66][CH2:67][CH2:68][CH2:69][CH3:70].[CH3:45][C:46]([O:47][C:48](=[O:49])[CH3:50])=[O:51].[NH2:15][c:16]1[c:17]([NH2:18])[cH:19][cH:20][c:21]2[c:22]1[cH:23][cH:24][cH:25][n:26]2.[NH2:1][c:2]1[c:3]([N+:4]([O-:5])=[O:6])[cH:7][cH:8][c:9]2[c:10]1[cH:11][cH:12][cH:13][n:14]2.[NH2:30][c:31]1[c:32]2[cH:33][cH:34][cH:35][n:36][c:37]2[cH:38][cH:39][c:40]1[NH:41][C:42](=[O:43])[CH3:44].[Sn:27]([Cl:28])[Cl:29].[cH:71]1[cH:72][cH:73][n:74][cH:75][cH:76]1>>[NH:30]([c:31]1[c:32]2[cH:33][cH:34][cH:35][n:36][c:37]2[cH:38][cH:39][c:40]1[NH:41][C:42](=[O:43])[CH3:44])[C:60]([CH:59]([S:58][CH2:52][CH2:53][CH2:54][CH2:55][CH2:56][CH3:57])[CH2:63][CH2:64][CH2:65][CH2:66][CH2:67][CH2:68][CH2:69][CH3:70])=[O:61]. Reactants: ClC1=[N+](C(=CC=C1)Cl)[O-] (2,6-dichloropyridine N-oxide), C(CCCCCCC)O (1-octanol), [OH-].[Na+] (sodium hydroxide). Run in CS(=O)C (DMSO). Yields the product ClC1=[N+](C(=CC=C1)OCCCCCCCC)[O-] (2-chloro-6-octyloxypyridine N-oxide). RXN SMILES: Cl[C:2]1[CH:7]=[CH:6][CH:5]=[C:4]([Cl:8])[N+:3]=1[O-:9].[CH2:10]([OH:18])[CH2:11][CH2:12][CH2:13][CH2:14][CH2:15][CH2:16][CH3:17].[OH-].[Na+]>CS(C)=O>[Cl:8][C:4]1[CH:5]=[CH:6][CH:7]=[C:2]([O:18][CH2:10][CH2:11][CH2:12][CH2:13][CH2:14][CH2:15][CH2:16][CH3:17])[N+:3]=1[O-:9] |f:2.3|. Procedure details: The 0.82 g (0.0050 moles) of 2,6-dichloropyridine N-oxide and 0.658 g (99%) (0.0050 moles) of 1-octanol was reacted with 0.200 g (0.0050 moles) of ground sodium hydroxide in 8.2 ml of DMSO at 80° C. for 4.5 hours to give 2-chloro-6-octyloxypyridine N-oxide. It was reacted with 0.600 g (0.015 moles) of ground sodium hydroxide at 80° C. for 2.5 hours to give 1-hydroxy-6-octyoxypyridine-2(1H)-one. After cooling, it was added 74 ml of water and was adjusted with 6N HCL to pH 3. The precipitate was f...